From a dataset of the Open Reaction Database (ORD), a public repository of structured organic reaction records. describe an organic reaction: reactants, conditions, products, and yield The reactants are CN1C(=NN=C1)S(=O)CC1=CC=C(C(=O)OC)C=C1 (methyl 4-((4-methyl-4H-1,2,4-triazol-3-ylsulfinyl)methyl)benzoate), CN1C(=NN=C1)S(=O)(=O)CC1=CC=C(C(=O)OC)C=C1 (methyl 4-((4-methyl-4H-1,2,4-triazol-3-ylsulfonyl)methyl)benzoate), CN1C(=NN=C1)SCC1=CC=C(C(=O)OC)C=C1 (methyl 4-((4-methyl-4H-1,2,4-triazol-3-ylthio)methyl)benzoate), BrCC1=CC=C(C(=O)OC)C=C1 (methyl 4-(bromomethyl)benzoate), CN1C(=NN=C1)S (4-methyl-4H-1,2,4-triazole-3-thiol). Product: CN1C(=NN=C1)S(=O)CC1=CC=C(C(=O)O)C=C1 (4-((4-methyl-4H-1,2,4-triazol-3-ylsulfinyl)methyl)benzoic acid), CN1C(=NN=C1)S(=O)(=O)CC1=CC=C(C(=O)O)C=C1 (4-((4-methyl-4H-1,2,4-triazol-3-ylsulfonyl)methyl)benzoic acid). Reaction SMILES: BrCC1C=CC(C(OC)=O)=CC=1.CN1C=NN=C1S.CN1C=NN=C1SCC1C=CC(C(OC)=O)=CC=1.[CH3:38][N:39]1[CH:43]=[N:42][N:41]=[C:40]1[S:44]([CH2:46][C:47]1[CH:56]=[CH:55][C:50]([C:51]([O:53]C)=[O:52])=[CH:49][CH:48]=1)=[O:45].[CH3:57][N:58]1[CH:62]=[N:61][N:60]=[C:59]1[S:63]([CH2:66][C:67]1[CH:76]=[CH:75][C:70]([C:71]([O:73]C)=[O:72])=[CH:69][CH:68]=1)(=[O:65])=[O:64]>>[CH3:38][N:39]1[CH:43]=[N:42][N:41]=[C:40]1[S:44]([CH2:46][C:47]1[CH:56]=[CH:55][C:50]([C:51]([OH:53])=[O:52])=[CH:49][CH:48]=1)=[O:45].[CH3:57][N:58]1[CH:62]=[N:61][N:60]=[C:59]1[S:63]([CH2:66][C:67]1[CH:76]=[CH:75][C:70]([C:71]([OH:73])=[O:72])=[CH:69][CH:68]=1)(=[O:64])=[O:65]. Procedure details: 500 mg of methyl 4-(bromomethyl)benzoate was reacted with 4-methyl-4H-1,2,4-triazole-3-thiol via Procedure Q. 804 mg of methyl 4-((4-methyl-4H-1,2,4-triazol-3-ylthio)methyl)benzoate was subsequently reacted via Procedure R to give an approximate 1:9 mixture of methyl 4-((4-methyl-4H-1,2,4-triazol-3-ylsulfinyl)methyl)benzoate and methyl 4-((4-methyl-4H-1,2,4-triazol-3-ylsulfonyl)methyl)benzoate. The mixture of 740 mg was hydrolyzed via Procedure M to give 4-((4-methyl-4H-1,2,4-triazol-3-ylsulfiny... Starting materials: C1(CCCC1)C(C(=O)OC1CN(CC1)C)(O)C1=CC=CC=C1 (N-Methyl-3-pyrrolidinyl cyclopentylmandelate), BrCC(=O)OC (methyl bromoacetate), crude product, C(C)OCC (ethyl ether). The solvent is C(C)#N (acetonitrile), C(Cl)Cl (methylene chloride). Conditions: time 2 hour. Yields the product [Br-].C1(CCCC1)C(C(=O)OC1C[N+](CC1)(C)CC(=O)OC)(O)C1=CC=CC=C1 (3-(2-Cyclopentyl-2-phenyl-2-hydroxyacetoxy)-1-(methoxycarbonylmethyl)-1-methylpyrrolidinium bromide), product. Isolated yield 80.0%. RXN SMILES: [CH:1]1([C:6]([C:17]2[CH:22]=[CH:21][CH:20]=[CH:19][CH:18]=2)([OH:16])[C:7]([O:9][CH:10]2[CH2:14][CH2:13][N:12]([CH3:15])[CH2:11]2)=[O:8])[CH2:5][CH2:4][CH2:3][CH2:2]1.[Br:23][CH2:24][C:25]([O:27][CH3:28])=[O:26].C(OCC)C>C(#N)C.C(Cl)Cl>[Br-:23].[CH:1]1([C:6]([C:17]2[CH:22]=[CH:21][CH:20]=[CH:19][CH:18]=2)([OH:16])[C:7]([O:9][CH:10]2[CH2:14][CH2:13][N+:12]([CH2:24][C:25]([O:27][CH3:28])=[O:26])([CH3:15])[CH2:11]2)=[O:8])[CH2:5][CH2:4][CH2:3][CH2:2]1 |f:5.6|. Reported procedure: To compound 4 (0.8235 g, 2.71 mmol) in 30 ml of dry acetonitrile, methyl bromoacetate (1.08 g, 7.06 mmol) was added at room temperature. The mixture was stirred for 2 h. Evaporation of acetonitrile gave a crude product. The crude product was dissolved in a small volume of methylene chloride and then poured into 100 ml of dry ethyl ether to precipitate. This procedure was repeated three times to obtain Compound (a) as pure product (0.9912 g, 80%). White powder, m.p.: 192-194° C. Analysis for C21H... Reactants: C1CCNC1, Cc1c(Cc2ccc(C(C)C)cc2)c2c(c(C)c1NC(=O)CC(C)(C)C)CC(C)(CI)O2, O. Yields the product Cc1c(Cc2ccc(C(C)C)cc2)c2c(c(C)c1NC(=O)CC(C)(C)C)CC(C)(CN1CCCC1)O2. As a reaction SMILES: [CH2:33]1[CH2:34][CH2:35][NH:36][CH2:37]1.[I:1][CH2:2][C:3]1([CH3:32])[O:4][c:5]2[c:6]([c:8]([CH3:31])[c:9]([NH:23][C:24]([CH2:25][C:26]([CH3:27])([CH3:28])[CH3:29])=[O:30])[c:10]([CH3:22])[c:11]2[CH2:12][c:13]2[cH:14][cH:15][c:16]([CH:19]([CH3:20])[CH3:21])[cH:17][cH:18]2)[CH2:7]1.[OH2:38]>>[CH2:2]([C:3]1([CH3:32])[O:4][c:5]2[c:6]([c:8]([CH3:31])[c:9]([NH:23][C:24]([CH2:25][C:26]([CH3:27])([CH3:28])[CH3:29])=[O:30])[c:10]([CH3:22])[c:11]2[CH2:12][c:13]2[cH:14][cH:15][c:16]([CH:19]([CH3:20])[CH3:21])[cH:17][cH:18]2)[CH2:7]1)[N:36]1[CH2:35][CH2:34][CH2:33][CH2:37]1. Starting materials: CN1CCN(CC1)C1=CC=C(C=C1)NC=1C=2N(C(=CN1)C=1C=C(SC1)C(=O)N)N=CN2 (4-{8-[4-(4-Methyl-piperazin-1-yl)-phenylamino]-[1,2,4]triazolo[1,5-a]pyrazin-5-yl}-thiophene-2-carboxylic acid amide), C(=O)([O-])[O-].[Na+].[Na+] (Na2CO3), BrC1=CN=C(C=2N1N=CN2)NC2=CC=C(C=C2)N2CCOCC2 ((5-bromo-[1,2,4]triazolo[1,5-a]pyrazin-8-yl)-(4-morpholin-4-yl-phenyl)-amine), CC1(OB(OC1(C)C)C=1C=C(SC1)C(=O)N)C (4-(4,4,5,5-tetramethyl-[1,3,2]dioxaborolan-2-yl)-thiophene-2-carboxylic acid amide). The reagents and catalysts are C=1C=CC(=CC1)[P](C=2C=CC=CC2)(C=3C=CC=CC3)[Pd]([P](C=4C=CC=CC4)(C=5C=CC=CC5)C=6C=CC=CC6)([P](C=7C=CC=CC7)(C=8C=CC=CC8)C=9C=CC=CC9)[P](C=1C=CC=CC1)(C=1C=CC=CC1)C=1C=CC=CC1 (Pd(PPh3)4). The solvent is O1CCOCC1 (dioxane). Yields the product N1(CCOCC1)C1=CC=C(C=C1)NC=1C=2N(C(=CN1)C=1C=C(SC1)C(=O)N)N=CN2 (4-[8-(4-Morpholin-4-yl-phenylamino)-[1,2,4]triazolo[1,5-a]pyrazin-5-yl]-thiophene-2-carboxylic acid amide). The yield is 37.4%. As a reaction SMILES: CN1[CH2:7][CH2:6][N:5]([C:8]2[CH:13]=[CH:12][C:11]([NH:14][C:15]3[C:16]4[N:17]([N:29]=[CH:30][N:31]=4)[C:18]([C:21]4[CH:22]=[C:23]([C:26]([NH2:28])=[O:27])[S:24][CH:25]=4)=[CH:19][N:20]=3)=[CH:10][CH:9]=2)[CH2:4][CH2:3]1.BrC1N2N=CN=C2C(NC2C=CC(N3CC[O:52]CC3)=CC=2)=NC=1.CC1(C)C(C)(C)OB(C2C=C(C(N)=O)SC=2)O1.C([O-])([O-])=O.[Na+].[Na+]>O1CCOCC1.C1C=CC([P]([Pd]([P](C2C=CC=CC=2)(C2C=CC=CC=2)C2C=CC=CC=2)([P](C2C=CC=CC=2)(C2C=CC=CC=2)C2C=CC=CC=2)[P](C2C=CC=CC=2)(C2C=CC=CC=2)C2C=CC=CC=2)(C2C=CC=CC=2)C2C=CC=CC=2)=CC=1>[N:5]1([C:8]2[CH:9]=[CH:10][C:11]([NH:14][C:15]3[C:16]4[N:17]([N:29]=[CH:30][N:31]=4)[C:18]([C:21]4[CH:22]=[C:23]([C:26]([NH2:28])=[O:27])[S:24][CH:25]=4)=[CH:19][N:20]=3)=[CH:12][CH:13]=2)[CH2:6][CH2:7][O:52][CH2:3][CH2:4]1 |f:3.4.5,^1:87,89,108,127|. Procedure: This compound may be prepared using methods as described for Compound 6, step 4 using (5-bromo-[1,2,4]triazolo[1,5-a]pyrazin-8-yl)-(4-morpholin-4-yl-phenyl)-amine (0.2 g, 0.53 mmol), 4-(4,4,5,5-tetramethyl-[1,3,2]dioxaborolan-2-yl)-thiophene-2-carboxylic acid amide (0.27 mg, 1.06 mmol), and Pd(PPh3)4 (0.15 mg, 0.133 mmol) in 1.5M Na2CO3 (aq) (2.84 mL, 4.26 mmol) and dioxane (10 mL). The reaction mixture is partitioned between water and ethyl acetate. A precipitate is formed, collected by filtrat... The reactants are C(=NC1CCCCC1)=NC1CCCCC1, Cc1cc(C(=O)O)cc(C)c1O, O=C1CCC(=O)N1O. Yields the product Cc1cc(C(=O)ON2C(=O)CCC2=O)cc(C)c1O. As a reaction SMILES: [CH2:21]1[CH2:22][CH2:23][CH:24]([N:25]=[C:26]=[N:27][CH:28]2[CH2:29][CH2:30][CH2:31][CH2:32][CH2:33]2)[CH2:34][CH2:35]1.[CH3:1][c:2]1[cH:3][c:4]([C:5](=[O:6])[OH:7])[cH:8][c:9]([CH3:12])[c:10]1[OH:11].[OH:13][N:14]1[C:15](=[O:20])[CH2:16][CH2:17][C:18]1=[O:19]>>[CH3:1][c:2]1[cH:3][c:4]([C:5](=[O:6])[O:7][N:14]2[C:15](=[O:20])[CH2:16][CH2:17][C:18]2=[O:19])[cH:8][c:9]([CH3:12])[c:10]1[OH:11].